This data is from the Open Reaction Database (ORD), a public repository of structured organic reaction records. The task is: describe an organic reaction: reactants, conditions, products, and yield Reactants: [N+](=O)(O)[O-] (nitric acid), C(C)(=O)OCC (ethyl acetate), BrC=1C2=C(SC1)C=CC=C2 (3-bromo benzo[b]thiophene). Run in ClCCl (dichloromethane), C(=O)(C(F)(F)F)O (TFA), ClCCl (dichloromethane). Conditions: temperature 0 celsius, time 30 minute. Yields the product BrC=1C2=C(SC1[N+](=O)[O-])C=CC=C2 (3-Bromo-2-nitro-benzo[b]thiophene). As a reaction SMILES: [N+:1]([O-:4])(O)=[O:2].[Br:5][C:6]1[C:7]2[CH:14]=[CH:13][CH:12]=[CH:11][C:8]=2[S:9][CH:10]=1.C(OCC)(=O)C>C(O)(C(F)(F)F)=O.ClCCl>[Br:5][C:6]1[C:7]2[CH:14]=[CH:13][CH:12]=[CH:11][C:8]=2[S:9][C:10]=1[N+:1]([O-:4])=[O:2]. Reported procedure: Add dropwise fuming nitric acid (90%, 8.6 mL, 183 mmol) to a mixture of 3-bromo benzo[b]thiophene (39 g, 183 mmol) in TFA (100 mL) and dichloromethane (400 mL) at 0° C. The reaction turn greenish, then yellow precipitates. To this reaction mixture, add dichloromethane (200 mL) and the reaction stir at 0° C. for 30 min. Then pour the reaction into ice-water (2L). Extract with dichloromethane (3×500 mL) and the organic layer dry over MgSO4. Evaporation give a yellow solid. The resulting yellow sol... The reactants are O=C(c1ccccc1)N1CCc2nnc(SCc3ccccc3)cc2C1, CCO, NN, O. The product is NNc1cc2c(nn1)CCN(C(=O)c1ccccc1)C2. As a reaction SMILES: [CH2:1]([S:2][c:9]1[cH:10][c:11]2[c:12]([n:13][n:14]1)[CH2:15][CH2:16][N:17]([C:19]([c:20]1[cH:21][cH:22][cH:23][cH:24][cH:25]1)=[O:26])[CH2:18]2)[c:3]1[cH:4][cH:5][cH:6][cH:7][cH:8]1.[CH3:30][CH2:31][OH:32].[NH2:28][NH2:29].[OH2:27]>>[c:9]1([NH:28][NH2:29])[cH:10][c:11]2[c:12]([n:13][n:14]1)[CH2:15][CH2:16][N:17]([C:19]([c:20]1[cH:21][cH:22][cH:23][cH:24][cH:25]1)=[O:26])[CH2:18]2. Starting materials: CC(C)(C)C1N(CCN(C1)CC(C1=C(C2=C(C(OC2)=O)C=C1)C)F)C(=O)[O-] (1,1-Dimethylethyl-4-[2-fluoro-2-(4-methyl-1-oxo-1,3-dihydro-2-benzofuran-5-yl)ethyl]piperazine-1-carboxylate), Cl (HCl). Run in O1CCOCC1 (dioxane). Reaction conditions: time 1 hour. The product is Cl.FC(CN1CCNCC1)C1=C(C2=C(C(OC2)=O)C=C1)C (5-(1-fluoro-2-piperazin-1-ylethyl)-4-methyl-2-benzofuran-1(3H)-one hydrochloride). Reaction SMILES: CC([CH:5]1[CH2:10][N:9]([CH2:11][CH:12]([F:24])[C:13]2[CH:22]=[CH:21][C:16]3[C:17](=[O:20])[O:18][CH2:19][C:15]=3[C:14]=2[CH3:23])[CH2:8][CH2:7][N:6]1C([O-])=O)(C)C.[ClH:28]>O1CCOCC1>[ClH:28].[F:24][CH:12]([C:13]1[CH:22]=[CH:21][C:16]2[C:17](=[O:20])[O:18][CH2:19][C:15]=2[C:14]=1[CH3:23])[CH2:11][N:9]1[CH2:10][CH2:5][NH:6][CH2:7][CH2:8]1 |f:3.4|. Procedure details: 1,1-Dimethylethyl-4-[2-fluoro-2-(4-methyl-1-oxo-1,3-dihydro-2-benzofuran-5-yl)ethyl]piperazine-1-carboxylate (0.18 g) was treated with 4M HCl in dioxane (4 mL) and stirred at room temperature for 1 h. The mixture was then concentrated to dryness. Analysis by LC indicated complete removal of the Boc group and formation of compound 5-(1-fluoro-2-piperazin-1-ylethyl)-4-methyl-2-benzofuran-1(3H)-one hydrochloride. 1H-NMR (DMSO, 500 MHz), δ 7.744 (d, J=7.5 Hz, 1H), 7.612 (d, J=7.5 Hz, 1H), 6.264-6.16... Starting materials: FC1=C(C(=O)NC2=C(C=CC=C2)N2CCC3=CC=CC=C23)C=CC=C1 (1-[2-(2-Fluorobenzamido)phenyl]indoline), P(=O)(Cl)(Cl)Cl (phosphorus oxychloride). Run in C(C)O (ethanol). Reaction conditions: time 1 hour. Yields the product C1(=CC=CC=C1)C=1C2=C3N(C4=C(N1)C=CC=C4)CCC3=CC=C2 (1,2-dihydro-6-phenylindolo[1,7-ab][1,5]benzodiazepine). Reaction SMILES: F[C:2]1[CH:25]=[CH:24][CH:23]=[CH:22][C:3]=1[C:4]([NH:6][C:7]1[CH:12]=[CH:11][CH:10]=[CH:9][C:8]=1[N:13]1[C:21]2[C:16](=[CH:17][CH:18]=[CH:19][CH:20]=2)[CH2:15][CH2:14]1)=O.P(Cl)(Cl)(Cl)=O>C(O)C>[C:3]1([C:4]2[C:20]3[CH:19]=[CH:18][CH:17]=[C:16]4[C:21]=3[N:13]([CH2:14][CH2:15]4)[C:8]3[CH:9]=[CH:10][CH:11]=[CH:12][C:7]=3[N:6]=2)[CH:22]=[CH:23][CH:24]=[CH:25][CH:2]=1. Procedure details: A solution of 15.0 g of 1-(2-benzamidophenyl)indoline of Example 19, and 45 ml of phosphorus oxychloride is refluxed under N2 for 4 hours and then the excess reagent is removed to leave a syrup which is dissolved in absolute ethanol, boiled one hour, then concentrated again to a dark purple syrup which eventually solidifies affter prolonged standing. This material is slurried in absolute ethanol, and treated dropwise with enough Bu3N to change the color from purple to orange-brown, whereupon the... Reactants: C/C(=N\[Si](C)(C)C)/O[Si](C)(C)C (N,O-Bis(trimethylsilyl)acetamide), N(C1=CC=CC=C1)[C@H]([C@H](C(N1C(OC[C@@H]1C1=CC=CC=C1)=O)=O)SCC1(OCC(CO1)(C)C)C1=CC=CC=C1)C1=CC=C(OCC(=O)OCC)C=C1 (Ethyl (4-{(1S,2R)-1-anilino-2-{[(5,5-dimethyl-2-phenyl-1,3-dioxan-2-yl)methyl]thio}-3-oxo-3-[(4S)-2-oxo-4-phenyl-1,3-oxazolidin-3-yl]propyl}phenoxy)acetate), [F-].C(CCC)[N+](CCCC)(CCCC)CCCC (tetrabutylammonium fluoride). The solvent is C1(=CC=CC=C1)C (toluene). Reaction conditions: temperature 90 celsius, time 1 hour. Product: CC1(COC(OC1)(C1=CC=CC=C1)CS[C@@H]1[C@H](N(C1=O)C1=CC=CC=C1)C1=CC=C(OCC(=O)OCC)C=C1)C (Ethyl [4-((2R,3R)-3-{[(5,5-dimethyl-2-phenyl-1,3-dioxan-2-yl)methyl]thio}-4-oxo-1-phenylazetidin-2-yl)phenoxy]acetate). RXN SMILES: [NH:1]([C@@H:8]([C:40]1[CH:52]=[CH:51][C:43]([O:44][CH2:45][C:46]([O:48][CH2:49][CH3:50])=[O:47])=[CH:42][CH:41]=1)[C@@H:9]([S:24][CH2:25][C:26]1([C:34]2[CH:39]=[CH:38][CH:37]=[CH:36][CH:35]=2)[O:31][CH2:30][C:29]([CH3:33])([CH3:32])[CH2:28][O:27]1)[C:10](=[O:23])N1[C@@H](C2C=CC=CC=2)COC1=O)[C:2]1[CH:7]=[CH:6][CH:5]=[CH:4][CH:3]=1.C/C(/O[Si](C)(C)C)=N\[Si](C)(C)C.[F-].C([N+](CCCC)(CCCC)CCCC)CCC>C1(C)C=CC=CC=1>[CH3:33][C:29]1([CH3:32])[CH2:28][O:27][C:26]([CH2:25][S:24][C@H:9]2[C:10](=[O:23])[N:1]([C:2]3[CH:7]=[CH:6][CH:5]=[CH:4][CH:3]=3)[C@@H:8]2[C:40]2[CH:41]=[CH:42][C:43]([O:44][CH2:45][C:46]([O:48][CH2:49][CH3:50])=[O:47])=[CH:51][CH:52]=2)([C:34]2[CH:39]=[CH:38][CH:37]=[CH:36][CH:35]=2)[O:31][CH2:30]1 |f:2.3|. Procedure details: Ethyl (4-{(1S,2R)-1-anilino-2-{[(5,5-dimethyl-2-phenyl-1,3-dioxan-2-yl)methyl]thio}-3-oxo-3-[(4S)-2-oxo-4-phenyl-1,3-oxazolidin-3-yl]propyl}phenoxy)acetate (2.1 g, 2.9 mmol) was dissolved in dry toluene (200 ml) and heated to 90° C. under inert atmosphere. N,O-Bis(trimethylsilyl)acetamide (BSA, 2.1 ml, 8.7 mmol) was added and the mixture was stirred at 90° C. for one hour. At 45° C. tetrabutylammonium fluoride (TBAF, cat., 0.1 g) was added and the mixture was stirred at 45° C. for 18 h. The mixt... Reactants: CCCCC1(C2CCCC2)Cc2cc(O)c(Cl)c(Cl)c2C1=O, CN(C)C=O, O=S(=O)(Cl)C(F)(F)F, [K+], [K+], O=C([O-])[O-], O. Yields the product CCCCC1(C2CCCC2)Cc2cc(OS(=O)(=O)C(F)(F)F)c(Cl)c(Cl)c2C1=O. Reaction SMILES: [CH2:1]([CH2:2][CH2:3][CH3:4])[C:5]1([CH:18]2[CH2:19][CH2:20][CH2:21][CH2:22]2)[C:6](=[O:17])[c:7]2[c:8]([Cl:16])[c:9]([Cl:15])[c:10]([OH:14])[cH:11][c:12]2[CH2:13]1.[CH3:38][N:39]([CH3:40])[CH:41]=[O:42].[F:29][C:30]([S:31](=[O:32])(=[O:33])[Cl:34])([F:35])[F:36].[K+:23].[K+:24].[O-:25][C:26]([O-:27])=[O:28].[OH2:37]>>[CH2:1]([CH2:2][CH2:3][CH3:4])[C:5]1([CH:18]2[CH2:19][CH2:20][CH2:21][CH2:22]2)[C:6](=[O:17])[c:7]2[c:8]([Cl:16])[c:9]([Cl:15])[c:10]([O:14][S:31]([C:30]([F:29])([F:35])[F:36])(=[O:32])=[O:33])[cH:11][c:12]2[CH2:13]1.